From a dataset of the Open Reaction Database (ORD), a public repository of structured organic reaction records. describe an organic reaction: reactants, conditions, products, and yield Starting materials: C(=O)(C(F)(F)F)O (TFA), ClC=1C=C(C=2N(N1)C(=CN2)C(=O)NC2=NC=NC=C2)N(CC2=CC=C(C=C2)OC)C2CC2 (6-Chloro-8-(cyclopropyl(4-methoxybenzyl)amino)-N-(pyrimidin-4-yl)imidazo[1,2-b]pyridazine-3-carboxamide), N[C@@H]1CC[C@H](CC1)N (trans-1,4-diaminocyclohexane), N(=C=O)C=1C=NC=CC1 (3-isocyanatopyridine). Run in O (water), C(Cl)Cl (DCM). Run at time 30 minute. Yields the product C1(CC1)NC=1C=2N(N=C(C1)N[C@@H]1CC[C@H](CC1)NC(=O)NC=1C=NC=CC1)C(=CN2)C(=O)NC2=NC=NC=C2 (8-(cyclopropylamino)-6-((trans)-4-(3-pyridin-3-ylureido)cyclohexylamino)-N-(pyrimidin-4-yl)imidazo[1,2-b]pyridazine-3-carboxamide). Yield: 45.9%. As a reaction SMILES: Cl[C:2]1[CH:3]=[C:4]([N:20]([CH:30]2[CH2:32][CH2:31]2)CC2C=CC(OC)=CC=2)[C:5]2[N:6]([C:8]([C:11]([NH:13][C:14]3[CH:19]=[CH:18][N:17]=[CH:16][N:15]=3)=[O:12])=[CH:9][N:10]=2)[N:7]=1.[NH2:33][C@H:34]1[CH2:39][CH2:38][C@H:37]([NH2:40])[CH2:36][CH2:35]1.[N:41]([C:44]1[CH:45]=[N:46][CH:47]=[CH:48][CH:49]=1)=[C:42]=[O:43].C(O)(C(F)(F)F)=O>O.C(Cl)Cl>[CH:30]1([NH:20][C:4]2[C:5]3[N:6]([C:8]([C:11]([NH:13][C:14]4[CH:19]=[CH:18][N:17]=[CH:16][N:15]=4)=[O:12])=[CH:9][N:10]=3)[N:7]=[C:2]([NH:33][C@H:34]3[CH2:39][CH2:38][C@H:37]([NH:40][C:42]([NH:41][C:44]4[CH:45]=[N:46][CH:47]=[CH:48][CH:49]=4)=[O:43])[CH2:36][CH2:35]3)[CH:3]=2)[CH2:31][CH2:32]1. Procedure: 6-Chloro-8-(cyclopropyl(4-methoxybenzyl)amino)-N-(pyrimidin-4-yl)imidazo[1,2-b]pyridazine-3-carboxamide (70 mg, 0.156 mmol) and trans-1,4-diaminocyclohexane (533 mg, 4.67 mmol) were heated together at 160° C. for 1.5 hrs. The reaction mixture was suspended in water, filtered through a Buchner funnel, dried under high vacuum and taken to the next step without further purification. The crude product from the above reaction (40.0 mg, 0.076 mmol) was dissolved in DCM (1 mL) and treated with 3-isocya... Starting materials: [H-].[Na+] (Sodium hydride), C(#N)C1=CNC2=CC(=CC=C12)C (3-cyano-6-methylindole), ice water, C(C)(C)(C)C=1N=C(SC1)C=1OC2=C(C1)C=C(C=C2)CCl (4-tert-butyl-2-[5-(chloromethyl)benzofuran-2-yl]thiazole), [I-].[K+] (potassium iodide), Cl (hydrochloric acid). The solvent is CN(C=O)C (N,N-dimethylformamide). Run at time 30 minute. Yields the product C(C)(C)(C)C=1N=C(SC1)C=1OC2=C(C1)C=C(C=C2)CN2C=C(C1=CC=C(C=C21)C)C#N (4-tert-butyl-2-{5-[(3-cyano-6-methylindol-1-yl)methyl]benzofuran-2-yl}thiazole). The yield is 100.6%. RXN SMILES: [H-].[Na+].[C:3]([C:5]1[C:13]2[C:8](=[CH:9][C:10]([CH3:14])=[CH:11][CH:12]=2)[NH:7][CH:6]=1)#[N:4].[C:15]([C:19]1[N:20]=[C:21]([C:24]2[O:25][C:26]3[CH:32]=[CH:31][C:30]([CH2:33]Cl)=[CH:29][C:27]=3[CH:28]=2)[S:22][CH:23]=1)([CH3:18])([CH3:17])[CH3:16].[I-].[K+].Cl>CN(C)C=O>[C:15]([C:19]1[N:20]=[C:21]([C:24]2[O:25][C:26]3[CH:32]=[CH:31][C:30]([CH2:33][N:7]4[C:8]5[C:13](=[CH:12][CH:11]=[C:10]([CH3:14])[CH:9]=5)[C:5]([C:3]#[N:4])=[CH:6]4)=[CH:29][C:27]=3[CH:28]=2)[S:22][CH:23]=1)([CH3:18])([CH3:17])[CH3:16] |f:0.1,4.5|. Procedure: Sodium hydride (60% in mineral oil, 30 mg) was added into a solution of 3-cyano-6-methylindole (73 mg) in N,N-dimethylformamide (2 ml) at room temperature. After 30 minutes, 4-tert-butyl-2-[5-(chloromethyl)benzofuran-2-yl]thiazole (150 mg) and small amount of potassium iodide were added to the solution. After being stirred continuously for 3 hours, the resulting mixture was poured into ice-water and the mixture was acidified with diluted hydrochloric acid and extracted with ethyl acetate. The or... Reaction SMILES: [CH2:18]([c:19]1[cH:20][cH:21][cH:22][cH:23][cH:24]1)[c:25]1[cH:26][cH:27][c:28]([NH2:31])[cH:29][cH:30]1.[CH2:1]([CH3:2])[O:3][C:4](=[O:5])[c:6]1[cH:7][n:8][c:9]2[cH:10][cH:11][c:12]([Cl:17])[cH:13][c:14]2[c:15]1[Cl:16].[CH2:35]1[O:36][CH2:37][CH2:38][O:39][CH2:40]1.[CH3:41][CH2:42][O:43][C:44](=[O:45])[CH3:46].[Na+:34].[OH-:33].[OH2:32]>>[CH2:1]([CH3:2])[O:3][C:4](=[O:5])[c:6]1[cH:7][n:8][c:9]2[cH:10][cH:11][c:12]([Cl:17])[cH:13][c:14]2[c:15]1[NH:31][c:28]1[cH:27][cH:26][c:25]([CH2:18][c:19]2[cH:20][cH:21][cH:22][cH:23][cH:24]2)[cH:30][cH:29]1. The reactants are Nc1ccc(Cc2ccccc2)cc1, CCOC(=O)c1cnc2ccc(Cl)cc2c1Cl, C1COCCO1, CCOC(C)=O, [Na+], [OH-], O. The product is CCOC(=O)c1cnc2ccc(Cl)cc2c1Nc1ccc(Cc2ccccc2)cc1. The reactants are N1=C(C=CC=C1)C(=O)NC=1NC2=C(N1)C=CC=C2 (2-(pyridine-2-carboxamido)benzimidazole), N1=CC(=CC=C1)C(=O)NC=1NC2=C(N1)C=CC=C2 (2-(pyridine-3-carboxamido)benzimidazole), N1=CC=C(C=C1)C(=O)NC=1NC2=C(N1)C=CC=C2 (2-(pyridine-4-carboxamido)benzimidazole), S1C(=CC=C1)C(=O)NC=1NC2=C(N1)C=CC=C2 (2-(thiophene-2-carboxamido)benzimidazole), 2-(coumariloyl)aminobenzimidazole, 429, C(C1=CN=CC=C1)(=O)NNC=1NC2=C(N1)C=CC=C2 (2-nicotinamidoaminobenzimidazole). Product: S1C=NC(=C1)C(=O)NC=1NC2=C(N1)C=CC=C2 (2-(Thiazole-4-carboxamido)benzimidazole). RXN SMILES: [N:1]1[CH:6]=CC=[CH:3][C:2]=1[C:7]([NH:9][C:10]1[NH:11][C:12]2[CH:18]=[CH:17][CH:16]=[CH:15][C:13]=2[N:14]=1)=[O:8].N1C=CC=C(C(NC2NC3C=CC=CC=3N=2)=O)C=1.N1C=CC(C(NC2NC3C=CC=CC=3N=2)=O)=CC=1.[S:55]1C=CC=C1C(NC1NC2C=CC=CC=2N=1)=O.C(NNC1NC2C=CC=CC=2N=1)(=O)C1C=CC=NC=1>>[S:55]1[CH:3]=[C:2]([C:7]([NH:9][C:10]2[NH:11][C:12]3[CH:18]=[CH:17][CH:16]=[CH:15][C:13]=3[N:14]=2)=[O:8])[N:1]=[CH:6]1. Procedure details: Substitution of an equivalent amount of other heterocyclic acid chlorides, e.g., pyridine 2-, 3-, and 4-carboxylic acid chlorides; thenoyl 2- and 3-chlorides, coumariloyl chloride for thiazole-4-carboxylic acid chloride provides a convenient synthesis for: 2-(pyridine-2-carboxamido)benzimidazole, 2-(pyridine-3-carboxamido)benzimidazole, 2-(pyridine-4-carboxamido)benzimidazole, 2-(thiophene-2-carboxamido)benzimidazole, 2-(coumariloyl)aminobenzimidazole, m.p. 293°- 295° C. λmax. 327 mμ, E11%cm. 10... Yields the product C=CCCc1nnc(NC(C(=O)O)C(C)C)o1. Reactants: C=CCCc1nnc(NC(C(=O)OC)C(C)C)o1, C1CCOC1, Cl, [Li+], [OH-], O. RXN SMILES: [CH2:1]([CH2:2][CH:3]=[CH2:4])[c:5]1[n:6][n:7][c:8]([NH:10][CH:11]([CH:12]([CH3:13])[CH3:14])[C:15](=[O:16])[O:17][CH3:18])[o:9]1.[CH2:23]1[O:24][CH2:25][CH2:26][CH2:27]1.[ClH:21].[Li+:20].[OH-:19].[OH2:22]>>[CH2:1]([CH2:2][CH:3]=[CH2:4])[c:5]1[n:6][n:7][c:8]([NH:10][CH:11]([CH:12]([CH3:13])[CH3:14])[C:15](=[O:16])[OH:17])[o:9]1.